From a dataset of the Open Reaction Database (ORD), a public repository of structured organic reaction records. describe an organic reaction: reactants, conditions, products, and yield The reactants are ClC1=NC(=NC(=C1[N+](=O)[O-])Cl)CC (4,6-Dichloro-5-nitro-2-ethylpyrimidine), CCOC(=O)C (EtOAc). The reagents and catalysts are [Ni] (Raney nickel). Solvent: CO (methanol), hexanes. Product: NC=1C(=NC(=NC1Cl)CC)Cl (5-Amino-4,6-dichloro-2-ethylpyrimidine). Isolated yield 100.0%. RXN SMILES: [Cl:1][C:2]1[C:7]([N+:8]([O-])=O)=[C:6]([Cl:11])[N:5]=[C:4]([CH2:12][CH3:13])[N:3]=1.CCOC(C)=O>CO.[Ni]>[NH2:8][C:7]1[C:2]([Cl:1])=[N:3][C:4]([CH2:12][CH3:13])=[N:5][C:6]=1[Cl:11]. Procedure details: 4,6-Dichloro-5-nitro-2-ethylpyrimidine (185 g, 0.83 mol) was dissolved in methanol (1.5 L) and reduced under 15 p.s.i. H2 in the presence of Raney nickel (30 g) for 5 hr. The mixture was filtered through Celite (washing well with MeOH) and the filtrate was evaporated to dryness to give 159.1 g (0.83 mol, quantitative yield) of the title compound as a chromatographically pure (silica gel plates, developed with EtOAc:hexanes, 3:1) dark liquid which was used directly in the next step. The reactants are C(C)(=O)OCCBr (2-bromoethyl acetate), ClC=1C=C(C=CC1C(C(C(F)(F)F)(C1=NC=C(N=C1)C)O)C)O (3-Chloro-4-[3,3,3-trifluoro-2-hydroxy-1-methyl-2-(5-methyl-pyrazin-2-yl)-propyl]-phenol). Product: ClC=1C=C(OCCOC(C)=O)C=CC1C(C(C(F)(F)F)(C1=NC=C(N=C1)C)O)C (Acetic acid 2-{3-chloro-4-[3,3,3-trifluoro-2-hydroxy-1-methyl-2-(5-methyl-pyrazin-2-yl)-propyl]-phenoxy}-ethyl ester). Reaction SMILES: [C:1]([O:4][CH2:5][CH2:6]Br)(=[O:3])[CH3:2].[Cl:8][C:9]1[CH:10]=[C:11]([OH:30])[CH:12]=[CH:13][C:14]=1[CH:15]([CH3:29])[C:16]([OH:28])([C:21]1[CH:26]=[N:25][C:24]([CH3:27])=[CH:23][N:22]=1)[C:17]([F:20])([F:19])[F:18]>>[Cl:8][C:9]1[CH:10]=[C:11]([CH:12]=[CH:13][C:14]=1[CH:15]([CH3:29])[C:16]([OH:28])([C:21]1[CH:26]=[N:25][C:24]([CH3:27])=[CH:23][N:22]=1)[C:17]([F:19])([F:18])[F:20])[O:30][CH2:6][CH2:5][O:4][C:1](=[O:3])[CH3:2]. Reported procedure: The title compound was prepared in analogy to Example 74 from 2-bromoethyl acetate and 3-chloro-4-[3,3,3-trifluoro-2-hydroxy-1-methyl-2-(5-methyl-pyrazin-2-yl)-propyl]-phenol (Example 72). MS (m/e)=433.1 (MH+). Reactants: P(Cl)(Cl)(Cl)(Cl)Cl (PHOSPHORUS PENTACHLORIDE), 33.6, OCSC(C1=CC=CC=C1)=O (hydroxymethylbenzoyl sulfide). Solvent: CCOCC (ETHER). Product: ClCSC(C1=CC=CC=C1)=O (Chloromethylbenzoyl sulfide). Reaction SMILES: P(Cl)(Cl)(Cl)(Cl)[Cl:2].O[CH2:8][S:9][C:10](=[O:17])[C:11]1[CH:16]=[CH:15][CH:14]=[CH:13][CH:12]=1>CCOCC>[Cl:2][CH2:8][S:9][C:10](=[O:17])[C:11]1[CH:16]=[CH:15][CH:14]=[CH:13][CH:12]=1. Reported procedure: 42 PARTS OF PHOSPHORUS PENTACHLORIDE IS COVERED WITH A LAYER OF ABSOLUTE ETHER. While stirring and cooling with ice, an ethereal solution of 33.6 parts of hydroxymethylbenzoyl sulfide is dripped in and the whole stirred for 2 hours at room temperature. The solution is filtered, the filtrate concentrated at 0.01 mm and a bath temperature of 40° C, the residue taken up in methylene chloride and washed with cold aqueous NaNHCO3 solution. The organic phase is dried over Na2SO4 and distilled 20 parts... The reactants are O=C(O)c1ccc(Br)nc1, Cc1cnc(N2CCNCC2)c(C)c1. Yields the product Cc1cnc(N2CCN(C(=O)c3ccc(Br)nc3)CC2)c(C)c1. As a reaction SMILES: [Br:1][c:2]1[n:3][cH:4][c:5]([C:6](=[O:7])[OH:8])[cH:9][cH:10]1.[CH3:11][c:12]1[c:13]([N:19]2[CH2:20][CH2:21][NH:22][CH2:23][CH2:24]2)[n:14][cH:15][c:16]([CH3:18])[cH:17]1>>[Br:1][c:2]1[n:3][cH:4][c:5]([C:6](=[O:8])[N:22]2[CH2:21][CH2:20][N:19]([c:13]3[c:12]([CH3:11])[cH:17][c:16]([CH3:18])[cH:15][n:14]3)[CH2:24][CH2:23]2)[cH:9][cH:10]1. As a reaction SMILES: [CH2:21]([n:22]1[c:23]2[c:24]([cH:25][cH:26][cH:27][cH:28]2)[n:29]2[cH:30][n:31][c:32]([C:33]([O:34][CH2:35][CH3:36])=[O:37])[c:38]2[c:39]1=[O:40])[CH:41]([CH3:42])[CH3:43].[CH:1](=[O:2])[c:3]1[n:4][cH:5][n:6]2[c:7]1[c:8](=[O:20])[n:9]([CH2:16][CH:17]([CH3:18])[CH3:19])[c:10]1[cH:11][cH:12][cH:13][cH:14][c:15]21>>[CH:1](=[O:2])[c:3]1[n:4][cH:5][n:6]2[c:7]1[c:8](=[O:20])[n:9]([CH2:16][CH3:17])[c:10]1[cH:11][cH:12][cH:13][cH:14][c:15]21. The reactants are CCOC(=O)c1ncn2c1c(=O)n(CC(C)C)c1ccccc12, CC(C)Cn1c(=O)c2c(C=O)ncn2c2ccccc21. Product: CCn1c(=O)c2c(C=O)ncn2c2ccccc21. The reactants are CCOC(CCCN)OCC, O=C(Cl)OCc1ccccc1, ClCCl, NCCN1CCNCC1, [Na+], [Na+], O=C([O-])[O-]. Yields the product CCOC(CCCNC(=O)OCc1ccccc1)OCC. RXN SMILES: [CH2:12]([CH3:13])[O:14][CH:15]([CH2:16][CH2:17][CH2:18][NH2:19])[O:20][CH2:21][CH3:22].[Cl:1][C:2](=[O:3])[O:4][CH2:5][c:6]1[cH:7][cH:8][cH:9][cH:10][cH:11]1.[Cl:32][CH2:33][Cl:34].[NH2:23][CH2:24][CH2:25][N:26]1[CH2:27][CH2:28][NH:29][CH2:30][CH2:31]1.[Na+:35].[Na+:36].[O-:37][C:38](=[O:39])[O-:40]>>[C:2](=[O:3])([O:4][CH2:5][c:6]1[cH:7][cH:8][cH:9][cH:10][cH:11]1)[NH:19][CH2:18][CH2:17][CH2:16][CH:15]([O:14][CH2:12][CH3:13])[O:20][CH2:21][CH3:22]. Starting materials: ClC=1C=C(C=NC1N1CCC(CC1)N1C(OCC2=C1C=CC=C2)=O)C(=O)O (5-Chloro-6-[4-(2-oxo-2H-3,1-benzoxazin-1(4H)-yl)piperidin-1-yl]pyridine-3-carboxylic acid), C(=O)(N1C=NC=C1)N1C=NC=C1 (carbonyldiimidazole), CC(CO)N (DL-2-amino-1-propanol). The product is ClC=1C=C(C=NC1N1CCC(CC1)N1C(OCC2=C1C=CC=C2)=O)C(=O)NC(CO)C (5-Chloro-N-(2-hydroxy-1-methylethyl)-6-[4-(2-oxo-2H-3,1-benzoxazin-1(4H)-yl)piperidin-1-yl]pyridine-3-carboxamide). Reaction SMILES: [Cl:1][C:2]1[CH:3]=[C:4]([C:25]([OH:27])=O)[CH:5]=[N:6][C:7]=1[N:8]1[CH2:13][CH2:12][CH:11]([N:14]2[C:19]3[CH:20]=[CH:21][CH:22]=[CH:23][C:18]=3[CH2:17][O:16][C:15]2=[O:24])[CH2:10][CH2:9]1.C(N1C=CN=C1)(N1C=CN=C1)=O.[CH3:40][CH:41]([NH2:44])[CH2:42][OH:43]>>[Cl:1][C:2]1[CH:3]=[C:4]([C:25]([NH:44][CH:41]([CH3:40])[CH2:42][OH:43])=[O:27])[CH:5]=[N:6][C:7]=1[N:8]1[CH2:13][CH2:12][CH:11]([N:14]2[C:19]3[CH:20]=[CH:21][CH:22]=[CH:23][C:18]=3[CH2:17][O:16][C:15]2=[O:24])[CH2:10][CH2:9]1. Procedure details: The title compound was prepared from the product of example 148 step (i) (0.14 g), carbonyldiimidazole (0.064 g) and DL-2-amino-1-propanol (0.05 g) using the method of example 115 step (i). Purification was by chromatography eluting with 20% ethyl acetate/isohexane. Yield 0.04 g as a solid. Starting materials: CCO, [H][H], CCOC(=O)c1cnc(-c2ccccc2[N+](=O)[O-])[nH]c1=O. Product: CCOC(=O)c1cnc(-c2ccccc2N)[nH]c1=O. RXN SMILES: [CH3:24][CH2:25][OH:26].[H:22][H:23].[O:1]=[c:2]1[c:3]([C:17](=[O:18])[O:19][CH2:20][CH3:21])[cH:4][n:5][c:6](-[c:8]2[c:9]([N+:14]([O-:15])=[O:16])[cH:10][cH:11][cH:12][cH:13]2)[nH:7]1>>[O:1]=[c:2]1[c:3]([C:17](=[O:18])[O:19][CH2:20][CH3:21])[cH:4][n:5][c:6](-[c:8]2[c:9]([NH2:14])[cH:10][cH:11][cH:12][cH:13]2)[nH:7]1.